describe an organic reaction: reactants, conditions, products, and yield From a dataset of the Open Reaction Database (ORD), a public repository of structured organic reaction records. Starting materials: O=C1CCc2ccc(Br)cc21, CS(=O)(=O)O, CCOC(C)=O, CCCCCC, ClC(Cl)Cl, [N-]=[N+]=[N-], [Na+]. The product is O=C1CCc2ccc(Br)cc2N1. RXN SMILES: [Br:5][c:6]1[cH:7][cH:8][c:9]2[c:13]([cH:14]1)[C:12](=[O:15])[CH2:11][CH2:10]2.[CH3:16][S:17](=[O:18])(=[O:19])[OH:20].[CH3:25][CH2:26][O:27][C:28]([CH3:29])=[O:30].[CH3:31][CH2:32][CH2:33][CH2:34][CH2:35][CH3:36].[Cl:1][CH:2]([Cl:3])[Cl:4].[N-:22]=[N+:23]=[N-:24].[Na+:21]>>[Br:5][c:6]1[cH:7][cH:8][c:9]2[c:13]([cH:14]1)[NH:22][C:12](=[O:15])[CH2:11][CH2:10]2. The reactants are CO, CCOC(=O)C(C)(C)Sc1ccncc1, [Na+], [OH-], O. The product is CC(C)(Sc1ccncc1)C(=O)O. As a reaction SMILES: [CH3:19][OH:20].[CH3:3][C:4]([C:5](=[O:6])[O:7][CH2:8][CH3:9])([CH3:10])[S:11][c:12]1[cH:13][cH:14][n:15][cH:16][cH:17]1.[Na+:2].[OH-:1].[OH2:18]>>[CH3:3][C:4]([C:5](=[O:6])[OH:7])([CH3:10])[S:11][c:12]1[cH:13][cH:14][n:15][cH:16][cH:17]1. Reactants: C, Cc1cc(OCCCN(CCC(N)=O)Cc2ccccc2)ccc1Cc1c(OC2OC(COC(=O)C(C)(C)C)C(OC(=O)C(C)(C)C)C(OC(=O)C(C)(C)C)C2OC(=O)C(C)(C)C)n[nH]c1C(C)C, C1CCOC1, [Pd]. Yields the product Cc1cc(OCCCNCCC(N)=O)ccc1Cc1c(OC2OC(COC(=O)C(C)(C)C)C(OC(=O)C(C)(C)C)C(OC(=O)C(C)(C)C)C2OC(=O)C(C)(C)C)n[nH]c1C(C)C. Reaction SMILES: [C:75].[CH2:1]([c:2]1[cH:3][cH:4][cH:5][cH:6][cH:7]1)[N:8]([CH2:9][CH2:10][C:11]([NH2:12])=[O:13])[CH2:14][CH2:15][CH2:16][O:17][c:18]1[cH:19][c:20]([CH3:69])[c:21]([CH2:24][c:25]2[c:26]([O:33][CH:34]3[CH:35]([O:36][C:37]([C:38]([CH3:39])([CH3:40])[CH3:41])=[O:42])[CH:43]([O:44][C:45]([C:46]([CH3:47])([CH3:48])[CH3:49])=[O:50])[CH:51]([O:52][C:53]([C:54]([CH3:55])([CH3:56])[CH3:57])=[O:58])[CH:59]([CH2:61][O:62][C:63]([C:64]([CH3:65])([CH3:66])[CH3:67])=[O:68])[O:60]3)[n:27][nH:28][c:29]2[CH:30]([CH3:31])[CH3:32])[cH:22][cH:23]1.[O:70]1[CH2:71][CH2:72][CH2:73][CH2:74]1.[Pd:76]>>[NH:8]([CH2:9][CH2:10][C:11]([NH2:12])=[O:13])[CH2:14][CH2:15][CH2:16][O:17][c:18]1[cH:19][c:20]([CH3:69])[c:21]([CH2:24][c:25]2[c:26]([O:33][CH:34]3[CH:35]([O:36][C:37]([C:38]([CH3:39])([CH3:40])[CH3:41])=[O:42])[CH:43]([O:44][C:45]([C:46]([CH3:47])([CH3:48])[CH3:49])=[O:50])[CH:51]([O:52][C:53]([C:54]([CH3:55])([CH3:56])[CH3:57])=[O:58])[CH:59]([CH2:61][O:62][C:63]([C:64]([CH3:65])([CH3:66])[CH3:67])=[O:68])[O:60]3)[n:27][nH:28][c:29]2[CH:30]([CH3:31])[CH3:32])[cH:22][cH:23]1. The reactants are OC=1C=C(C=C2CC(CC(C12)C(=O)OC1=CC=C(C=C1)[N+](=O)[O-])(C)C)OC(C)CCCC1=CC=CC=C1 (p-nitrophenyl 8-hydroxy-3,3-dimethyl-6-(5-phenyl-2-pentyloxy)tetralin-1-carboxylate), C[NH-] (N-methyl amide), CNC(=O)C1CC(CC2=CC(=CC(=C12)O)OC(C)CCCC1=CC=CC=C1)(C)C (N-methyl 8-hydroxy-3,3-dimethyl-6-(5-phenyl-2-pentyloxy)tetralin-1-carboxamide), CN (methylamine), Cl (hydrochloric acid). Solvent: O1CCCC1 (tetrahydrofuran). Yields the product OC=1C=C(C=C2CC(CC(C12)C(=O)N)(C)C)OC(C)CCCC1=CC=CC=C1 (8-Hydroxy-3,3-dimethyl-6-(5-phenyl-2-pentyloxy)tetralin-1-carboxamide). As a reaction SMILES: OC1C=C(OC(CCCC2C=CC=CC=2)C)C=C2C=1C(C(OC1C=CC([N+]([O-])=O)=CC=1)=O)CC(C)(C)C2.CN.Cl.C[NH-].C[NH:44][C:45]([CH:47]1[C:56]2[C:51](=[CH:52][C:53]([O:58][CH:59]([CH2:61][CH2:62][CH2:63][C:64]3[CH:69]=[CH:68][CH:67]=[CH:66][CH:65]=3)[CH3:60])=[CH:54][C:55]=2[OH:57])[CH2:50][C:49]([CH3:71])([CH3:70])[CH2:48]1)=[O:46]>O1CCCC1>[OH:57][C:55]1[CH:54]=[C:53]([O:58][CH:59]([CH2:61][CH2:62][CH2:63][C:64]2[CH:65]=[CH:66][CH:67]=[CH:68][CH:69]=2)[CH3:60])[CH:52]=[C:51]2[C:56]=1[CH:47]([C:45]([NH2:44])=[O:46])[CH2:48][C:49]([CH3:71])([CH3:70])[CH2:50]2. Procedure: Reaction of 0.55 g. (1.1 mmole) p-nitrophenyl 8-hydroxy-3,3-dimethyl-6-(5-phenyl-2-pentyloxy)tetralin-1-carboxylate in 10 ml. tetrahydrofuran with an excess of methylamine (gas) at room temperature, pouring the resulting mixture into 10% hydrochloric acid, extracting with ethyl acetate and work-up in the usual manner affords 0.50 g. of the N-methyl amide: N-methyl 8-hydroxy-3,3-dimethyl-6-(5-phenyl-2-pentyloxy)tetralin-1-carboxamide as a foam. 1H-NMR (CDCl3) ppm (delta): 0.8 (s, 3H), 1.0 (s, 3H)...